This data is from the Open Reaction Database (ORD), a public repository of structured organic reaction records. The task is: describe an organic reaction: reactants, conditions, products, and yield As a reaction SMILES: CS[C:3]1[S:4]/[C:5](=[CH:9]\[C:10]2[CH:11]=[C:12]3[C:17](=[CH:18][CH:19]=2)[N:16]=[CH:15][CH:14]=[CH:13]3)/[C:6](=[O:8])[N:7]=1.Cl.[NH2:21][C@H:22]([C:26]1[CH:31]=[CH:30][CH:29]=[CH:28][CH:27]=1)[C:23]([NH2:25])=[O:24].CCN(C(C)C)C(C)C>>[O:8]=[C:6]1[N:7]=[C:3]([NH:21][C@H:22]([C:26]2[CH:31]=[CH:30][CH:29]=[CH:28][CH:27]=2)[C:23]([NH2:25])=[O:24])[S:4]/[C:5]/1=[CH:9]\[C:10]1[CH:11]=[C:12]2[C:17](=[CH:18][CH:19]=1)[N:16]=[CH:15][CH:14]=[CH:13]2 |f:1.2|. Yields the product O=C/1N=C(S\C1=C/C=1C=C2C=CC=NC2=CC1)N[C@@H](C(=O)N)C1=CC=CC=C1 ((R)-2-{4-oxo-5-[1-quinolin-6-yl-meth-(Z)-ylidene]-4,5-dihydro-thiazol-2-ylamino}-2-phenyl-acetamide). Reported procedure: Similar procedure as described in example 1b was used, starting from 2-methylsulfanyl-5-[1-quinolin-6-yl-meth-(Z)-ylidene]-thiazol-4-one, (R)-2-amino-2-phenyl-acetamide hydrochloride and DIEA to give (R)-2-{4-oxo-5-[1-quinolin-6-yl-meth-(Z)-ylidene]-4,5-dihydro-thiazol-2-ylamino}-2-phenyl-acetamide. LC-MS m/e 389 (MH+). Starting materials: CSC=1S\C(\C(N1)=O)=C/C=1C=C2C=CC=NC2=CC1 (2-methylsulfanyl-5-[1-quinolin-6-yl-meth-(Z)-ylidene]-thiazol-4-one), Cl.N[C@@H](C(=O)N)C1=CC=CC=C1 ((R)-2-amino-2-phenyl-acetamide hydrochloride), CCN(C(C)C)C(C)C (DIEA). The reactants are 2.009, C(C)(C)(C)C1=C(C(=CC(=C1)S)C(C)(C)C)O (2,6-di-t-butyl-4-mercaptophenol), C(#N)C=1C=C(CBr)C=CC1 (m-cyanobenzyl bromide), [OH-].[Na+] (sodium hydroxide), C(C)O (ethanol). Run in O (water). Yields the product C(C)(C)(C)C1=C(C(=CC(=C1)SCC1=CC(=CC=C1)C#N)C(C)(C)C)O (2,6-di-t-butyl-4-[(3-cyanophenyl)methylthio]phenol). As a reaction SMILES: [C:1]([C:5]1[CH:10]=[C:9]([SH:11])[CH:8]=[C:7]([C:12]([CH3:15])([CH3:14])[CH3:13])[C:6]=1[OH:16])([CH3:4])([CH3:3])[CH3:2].[C:17]([C:19]1[CH:20]=[C:21]([CH:24]=[CH:25][CH:26]=1)[CH2:22]Br)#[N:18].[OH-].[Na+].C(O)C>O>[C:12]([C:7]1[CH:8]=[C:9]([S:11][CH2:22][C:21]2[CH:24]=[CH:25][CH:26]=[C:19]([C:17]#[N:18])[CH:20]=2)[CH:10]=[C:5]([C:1]([CH3:4])([CH3:3])[CH3:2])[C:6]=1[OH:16])([CH3:15])([CH3:14])[CH3:13] |f:2.3|. Procedure: A solution containing 2.009 (8.39 mmole) of 2,6-di-t-butyl-4-mercaptophenol, 1.65 g (8.39 mmole) of m-cyanobenzyl bromide, 5 ml of 1.68N sodium hydroxide and 75 ml of ethanol was heated at reflux for 48 hours The reaction mixture was poured into water and was then extracted with diethyl ether. The ether extract was washed with water, dried with magnesium sulfate and evaporated to give the crude product This material was purified by silica gel chromatography eluting with 1% ethyl acetate in hexan... Reactants: C([O-])([O-])=O.[K+].[K+] (potassium carbonate), ClC=1C=C(C(C=O)=CC1)O (4-chlorosalicylaldehyde), BrCC(=C)C(C)C (2-(bromomethyl)-3-methyl-1-butene), ice water. Solvent: CN(C=O)C (dimethylformamide). Reaction conditions: temperature 70 celsius. The product is ClC1=CC(=C(C=O)C=C1)OCC(C(C)C)=C (4-Chloro-2-(3-methyl-2-methylenebutoxy)benzaldehyde). Isolated yield 91.6%. RXN SMILES: C(=O)([O-])[O-].[K+].[K+].[Cl:7][C:8]1[CH:9]=[C:10]([OH:16])[C:11](=[CH:14][CH:15]=1)[CH:12]=[O:13].Br[CH2:18][C:19]([CH:21]([CH3:23])[CH3:22])=[CH2:20]>CN(C)C=O>[Cl:7][C:8]1[CH:15]=[CH:14][C:11]([CH:12]=[O:13])=[C:10]([O:16][CH2:20][C:19](=[CH2:18])[CH:21]([CH3:23])[CH3:22])[CH:9]=1 |f:0.1.2|. Reported procedure: To a solution of 8.8 g (0.064 mol) of potassium carbonate in 100 mL of dimethylformamide was added 10.0 g (0.064 mol) of 4-chlorosalicylaldehyde and 12.5 g (0.077 mol) of 2-(bromomethyl)-3-methyl-1-butene. The reaction mixture was heated at 70° C. for 2 hours, cooled to room temperature and poured into 600 mL ice/water. The crude mixture was extracted with ethyl acetate (3×100 mL). The ethyl acetate was washed with water (100 mL) and brine (100 mL), dried over anhydrous magnesium sulfate, filter... Starting materials: CC(C)CCCBr, CC(C)(C)OC(=O)NCC1CCCc2c(Oc3ccc(C#N)cn3)cccc21, [H-], [Na+], CN(C)C=O, O. Product: CC(C)CCCN(CC1CCCc2c(Oc3ccc(C#N)cn3)cccc21)C(=O)OC(C)(C)C. Reaction SMILES: [Br:36][CH2:37][CH2:38][CH2:39][CH:40]([CH3:41])[CH3:42].[C:3]([CH3:4])([CH3:5])([CH3:6])[O:7][C:8]([NH:9][CH2:10][CH:11]1[CH2:12][CH2:13][CH2:14][c:15]2[c:16]([O:21][c:22]3[n:23][cH:24][c:25]([C:28]#[N:29])[cH:26][cH:27]3)[cH:17][cH:18][cH:19][c:20]21)=[O:30].[H-:2].[Na+:1].[O:31]=[CH:32][N:33]([CH3:34])[CH3:35].[OH2:43]>>[C:3]([CH3:4])([CH3:5])([CH3:6])[O:7][C:8]([N:9]([CH2:10][CH:11]1[CH2:12][CH2:13][CH2:14][c:15]2[c:16]([O:21][c:22]3[n:23][cH:24][c:25]([C:28]#[N:29])[cH:26][cH:27]3)[cH:17][cH:18][cH:19][c:20]21)[CH2:37][CH2:38][CH2:39][CH:40]([CH3:41])[CH3:42])=[O:30]. Reactants: N1C=CC=C1 (pyrrole), C(CCC)=O (butyraldehyde). The product is N1C(=CC=C1)C(CCC)C=1NC=CC1 (1,1-di-(2-pyrryl)-butane). Isolated yield 45.0%. RXN SMILES: [NH:1]1[CH:5]=[CH:4][CH:3]=[CH:2]1.[CH:6](=O)[CH2:7][CH2:8][CH3:9]>>[NH:1]1[CH:5]=[CH:4][CH:3]=[C:2]1[CH:6]([C:2]1[NH:1][CH:5]=[CH:4][CH:3]=1)[CH2:7][CH2:8][CH3:9]. Procedure details: This was prepared as described in example 2/4, reacting the pyrrole derivative with butyraldehyde. Yield 45%.